From a dataset of the Open Reaction Database (ORD), a public repository of structured organic reaction records. describe an organic reaction: reactants, conditions, products, and yield Reactants: COC(=O)CBr, CCN(C(C)C)C(C)C, ClCCl, Cc1cccnc1CN(Cc1ncccc1C)CC1CNC1, [Na+], O=C([O-])O. Product: COC(=O)CN1CC(CN(Cc2ncccc2C)Cc2ncccc2C)C1. RXN SMILES: [Br:32][CH2:33][C:34](=[O:35])[O:36][CH3:37].[CH:23]([N:24]([CH2:25][CH3:26])[CH:27]([CH3:28])[CH3:29])([CH3:30])[CH3:31].[Cl:43][CH2:44][Cl:45].[NH:1]1[CH2:2][CH:3]([CH2:5][N:6]([CH2:7][c:8]2[n:9][cH:10][cH:11][cH:12][c:13]2[CH3:14])[CH2:15][c:16]2[n:17][cH:18][cH:19][cH:20][c:21]2[CH3:22])[CH2:4]1.[Na+:42].[O-:38][C:39]([OH:40])=[O:41]>>[N:1]1([CH2:33][C:34](=[O:35])[O:36][CH3:37])[CH2:2][CH:3]([CH2:5][N:6]([CH2:7][c:8]2[n:9][cH:10][cH:11][cH:12][c:13]2[CH3:14])[CH2:15][c:16]2[n:17][cH:18][cH:19][cH:20][c:21]2[CH3:22])[CH2:4]1. Reactants: NC1=C(C(=O)N)C=CC(=C1)OC (2-amino-4-methoxybenzamide), [OH-].[Na+] (sodium hydroxide), Cl (HCl). Product: NC1=C(C(=O)O)C=CC(=C1)OC (2-Amino-4-methoxybenzoic acid). RXN SMILES: [NH2:1][C:2]1[CH:10]=[C:9]([O:11][CH3:12])[CH:8]=[CH:7][C:3]=1[C:4](N)=[O:5].Cl.[OH-:14].[Na+]>>[NH2:1][C:2]1[CH:10]=[C:9]([O:11][CH3:12])[CH:8]=[CH:7][C:3]=1[C:4]([OH:14])=[O:5] |f:2.3|. Reported procedure: A solution of 27.4 g (0.165 mol) of 2-amino-4-methoxybenzamide in 500 mL of 1N sodium hydroxide was stirred and heated under reflux for 18 hours. After the reaction mixture had cooled to room temperature the solution was brought to pH 6-7 with 0.5N HCl. A white precipitate formed which was collected by vacuum filtration. The crystals were rinsed with water and dried overnight at 100° C. The product amounted to 23.9 g. An analytical sample (mp 176-178° C.) was obtained by recrystallization from e... The reactants are CC(C)c1ccc2ncn(C=CC(=O)O)c(=O)c2c1, Cc1ccccc1, [Cl-], O=S(Cl)Cl, NCCCCCCNc1ccccn1. Yields the product CC(C)c1ccc2ncn(C=CC(=O)NCCCCCCNc3ccccn3)c(=O)c2c1. As a reaction SMILES: [CH3:1][CH:2]([CH3:3])[c:4]1[cH:5][c:6]2[c:7](=[O:19])[n:8]([CH:14]=[CH:15][C:16](=[O:17])[OH:18])[cH:9][n:10][c:11]2[cH:12][cH:13]1.[CH3:39][c:40]1[cH:41][cH:42][cH:43][cH:44][cH:45]1.[Cl-:24].[S:20]([Cl:21])([Cl:22])=[O:23].[n:25]1[c:26]([NH:31][CH2:32][CH2:33][CH2:34][CH2:35][CH2:36][CH2:37][NH2:38])[cH:27][cH:28][cH:29][cH:30]1>>[CH3:1][CH:2]([CH3:3])[c:4]1[cH:5][c:6]2[c:7](=[O:19])[n:8]([CH:14]=[CH:15][C:16](=[O:18])[NH:38][CH2:37][CH2:36][CH2:35][CH2:34][CH2:33][CH2:32][NH:31][c:26]3[n:25][cH:30][cH:29][cH:28][cH:27]3)[cH:9][n:10][c:11]2[cH:12][cH:13]1. Reactants: CC=1C=C(C2=C(NC3=C(N(C2=O)C)C=CC=C3)N1)C (6,11-dihydro-2, 4,6-trimethyl-5H-pyrido[2,3-b][1,5]benzodiazepin-5-one), [H-].[Na+] (sodium hydride), O1CCN(CC1)CCCl (2-morpholino-ethyl chloride). Run in CN(C=O)C (dimethyl formamide). Run at temperature 80 celsius, time 1 hour. Product: O1CCN(CC1)CCN1C2=C(C(N(C3=C1C=CC=C3)C)=O)C(=CC(=N2)C)C (6,11-Dihydro-11-(2-morpholino-ethyl)-2,4,6-trimethyl-5H-pyrido[2,3-b][1,5]benzodiazepin-5-one). RXN SMILES: [CH3:1][C:2]1[CH:3]=[C:4]([CH3:19])[C:5]2[C:11](=[O:12])[N:10]([CH3:13])[C:9]3[CH:14]=[CH:15][CH:16]=[CH:17][C:8]=3[NH:7][C:6]=2[N:18]=1.[H-].[Na+].[O:22]1[CH2:27][CH2:26][N:25]([CH2:28][CH2:29]Cl)[CH2:24][CH2:23]1>CN(C)C=O>[O:22]1[CH2:27][CH2:26][N:25]([CH2:28][CH2:29][N:7]2[C:8]3[CH:17]=[CH:16][CH:15]=[CH:14][C:9]=3[N:10]([CH3:13])[C:11](=[O:12])[C:5]3[C:4]([CH3:19])=[CH:3][C:2]([CH3:1])=[N:18][C:6]2=3)[CH2:24][CH2:23]1 |f:1.2|. Procedure details: A mixture consisting of 5.06 gm of 6,11-dihydro-2, 4,6-trimethyl-5H-pyrido[2,3-b][1,5]benzodiazepin-5-one, 1.1 gm of 50% sodium hydride in mineral oil and 60 ml of dimethyl formamide was stirred at 80° C. for 1 hour. Then, 4.5 gm of 2-morpholino-ethyl chloride were added, and the mixture was stirred at 120° C. for 3.5 hours more. The precipitate formed thereby was suction-filtered off, the solvent was removed from the filtrate in vacuo, and the oily residue was purified on a silica gel column. T... Starting materials: O=C=NCc1ccccc1, [I-], [Na+], Cc1ccc(C)c(N2CCN(C(=O)C3CN3S(=O)(=O)c3ccccc3)CC2)c1. Product: Cc1ccc(C)c(N2CCN(C(=O)C3CN(S(=O)(=O)c4ccccc4)C(=O)N3Cc3ccccc3)CC2)c1. Reaction SMILES: [CH2:31]([c:32]1[cH:33][cH:34][cH:35][cH:36][cH:37]1)[N:38]=[C:39]=[O:40].[I-:30].[Na+:29].[c:1]1([S:7](=[O:8])(=[O:9])[N:10]2[CH:11]([C:13](=[O:14])[N:15]3[CH2:16][CH2:17][N:18]([c:21]4[c:22]([CH3:28])[cH:23][cH:24][c:25]([CH3:27])[cH:26]4)[CH2:19][CH2:20]3)[CH2:12]2)[cH:2][cH:3][cH:4][cH:5][cH:6]1>>[c:1]1([S:7](=[O:8])(=[O:9])[N:10]2[CH2:12][CH:11]([C:13](=[O:14])[N:15]3[CH2:16][CH2:17][N:18]([c:21]4[c:22]([CH3:28])[cH:23][cH:24][c:25]([CH3:27])[cH:26]4)[CH2:19][CH2:20]3)[N:38]([CH2:31][c:32]3[cH:33][cH:34][cH:35][cH:36][cH:37]3)[C:39]2=[O:40])[cH:2][cH:3][cH:4][cH:5][cH:6]1. Reactants: CS(=O)(=O)OCC1Cc2cc3ccccc3n2CC1COS(C)(=O)=O, CC(N)c1ccccc1, CCO. Yields the product CC(c1ccccc1)N1CC2Cc3cc4ccccc4n3CC2C1. RXN SMILES: [CH3:1][S:2]([O:3][CH2:6][CH:7]1[CH:8]([CH2:20][O:4][S:5]([CH3:21])(=[O:22])=[O:23])[CH2:9][c:10]2[n:11]([c:12]3[cH:13][cH:14][cH:15][cH:16][c:17]3[cH:18]2)[CH2:19]1)(=[O:24])=[O:25].[CH3:26][CH:27]([c:28]1[cH:29][cH:30][cH:31][cH:32][cH:33]1)[NH2:34].[CH3:35][CH2:36][OH:37]>>[CH2:6]1[CH:7]2[CH:8]([CH2:9][c:10]3[n:11]([c:12]4[cH:13][cH:14][cH:15][cH:16][c:17]4[cH:18]3)[CH2:19]2)[CH2:20][N:34]1[CH:27]([CH3:26])[c:28]1[cH:29][cH:30][cH:31][cH:32][cH:33]1.